Dataset: the Open Reaction Database (ORD), a public repository of structured organic reaction records. Task: describe an organic reaction: reactants, conditions, products, and yield Starting materials: COc1sc(C)cc1B(O)O, CC1C(c2cc(C(F)(F)F)cc(C(F)(F)F)c2)OC(=O)N1Cc1cc(C(F)(F)F)ccc1I, [Na+], [Na+], O=C([O-])[O-], c1ccc(P(c2ccccc2)(c2ccccc2)[Pd](P(c2ccccc2)(c2ccccc2)c2ccccc2)(P(c2ccccc2)(c2ccccc2)c2ccccc2)P(c2ccccc2)(c2ccccc2)c2ccccc2)cc1. Yields the product COc1sc(C)cc1-c1ccc(C(F)(F)F)cc1CN1C(=O)OC(c2cc(C(F)(F)F)cc(C(F)(F)F)c2)C1C. As a reaction SMILES: [CH3:34][O:35][c:36]1[s:37][c:38]([CH3:44])[cH:39][c:40]1[B:41]([OH:42])[OH:43].[F:1][C:2]([c:3]1[cH:4][c:5]([CH:13]2[CH:14]([CH3:31])[N:15]([CH2:19][c:20]3[c:21]([I:30])[cH:22][cH:23][c:24]([C:26]([F:27])([F:28])[F:29])[cH:25]3)[C:16](=[O:18])[O:17]2)[cH:6][c:7]([C:9]([F:10])([F:11])[F:12])[cH:8]1)([F:32])[F:33].[Na+:45].[Na+:46].[O-:47][C:48](=[O:49])[O-:50].[cH:51]1[cH:52][cH:53][c:54]([P:55]([Pd:56]([P:57]([c:58]2[cH:59][cH:60][cH:61][cH:62][cH:63]2)([c:64]2[cH:65][cH:66][cH:67][cH:68][cH:69]2)[c:70]2[cH:71][cH:72][cH:73][cH:74][cH:75]2)([P:76]([c:77]2[cH:78][cH:79][cH:80][cH:81][cH:82]2)([c:83]2[cH:84][cH:85][cH:86][cH:87][cH:88]2)[c:89]2[cH:90][cH:91][cH:92][cH:93][cH:94]2)[P:95]([c:96]2[cH:97][cH:98][cH:99][cH:100][cH:101]2)([c:102]2[cH:103][cH:104][cH:105][cH:106][cH:107]2)[c:108]2[cH:109][cH:110][cH:111][cH:112][cH:113]2)([c:114]2[cH:115][cH:116][cH:117][cH:118][cH:119]2)[c:120]2[cH:121][cH:122][cH:123][cH:124][cH:125]2)[cH:126][cH:127]1>>[F:1][C:2]([c:3]1[cH:4][c:5]([CH:13]2[CH:14]([CH3:31])[N:15]([CH2:19][c:20]3[c:21](-[c:40]4[c:36]([O:35][CH3:34])[s:37][c:38]([CH3:44])[cH:39]4)[cH:22][cH:23][c:24]([C:26]([F:27])([F:28])[F:29])[cH:25]3)[C:16](=[O:18])[O:17]2)[cH:6][c:7]([C:9]([F:10])([F:11])[F:12])[cH:8]1)([F:32])[F:33]. Starting materials: [N+](=O)([O-])C1=CC=C2C=NNC(C2=C1)=S (7-nitro-1(2H)-phthalazinethione), C1(=CC=CC=C1)C1C(O1)(C#N)C#N (3-phenyl-2,2-oxiranedicarbonitrile). Solvent: CC(=O)C (acetone). The product is [OH-].[N+](=O)([O-])C=1C=CC2=CN=[N+]3C(=C2C1)SC(=C3O)C3=CC=CC=C3 (9-nitro-3-hydroxy-2-phenylthiazolo[2,3-a]-phthalazin-4-ium hydroxide). RXN SMILES: [N+:1]([C:4]1[CH:13]=[C:12]2[C:7]([CH:8]=[N:9][NH:10][C:11]2=[S:14])=[CH:6][CH:5]=1)([O-:3])=[O:2].[C:15]1([CH:21]2[O:23][C:22]2(C#N)C#N)[CH:20]=[CH:19][CH:18]=[CH:17][CH:16]=1>CC(C)=O>[OH-:2].[N+:1]([C:4]1[CH:5]=[CH:6][C:7]2[C:12]([CH:13]=1)=[C:11]1[S:14][C:21]([C:15]3[CH:20]=[CH:19][CH:18]=[CH:17][CH:16]=3)=[C:22]([OH:23])[N+:10]1=[N:9][CH:8]=2)([O-:3])=[O:2] |f:3.4|. Procedure: 0.41 g of 7-nitro-1(2H)-phthalazinethione and 0.37 g of 3-phenyl-2,2-oxiranedicarbonitrile in 10 ml of acetone are heated under reflux for 30 hours. After cooling in an ice-bath, the violet crystals obtained are removed by filtration under suction, washed with ether and dried in vacuo. There is obtained 9-nitro-3-hydroxy-2-phenylthiazolo[2,3-a]-phthalazin-4-ium hydroxide (internal salt) of m.p. 303°-305°. The reactants are C(C)(C)(C)OC([C@H]1N(C[C@@H](C1)OS(=O)(=O)C)C(=O)OC(C)(C)C)=O ((4R)-1-(tert-butyloxycarbonyl)-4-(methane-sulfonyloxy)-L-proline tert-butyl ester), [C-]#N.[Na+] (sodium cyanide). The solvent is CN(C=O)C (N,N-dimethylformamide), C(C)(=O)OCC (ethyl acetate). Conditions: temperature 80 celsius, time 4 day. The product is C(C)(C)(C)OC([C@H]1N(C[C@@H](C1)C#N)C(=O)OC(C)(C)C)=O ((4R)-1-(tert-Butyloxycarbonyl)-4-cyano-L-Proline tert-Butyl Ester). Reaction SMILES: [C:1]([O:5][C:6](=[O:24])[C@@H:7]1[CH2:11][C@@H:10](OS(C)(=O)=O)[CH2:9][N:8]1[C:17]([O:19][C:20]([CH3:23])([CH3:22])[CH3:21])=[O:18])([CH3:4])([CH3:3])[CH3:2].[C-:25]#[N:26].[Na+]>CN(C)C=O.C(OCC)(=O)C>[C:1]([O:5][C:6](=[O:24])[C@@H:7]1[CH2:11][C@@H:10]([C:25]#[N:26])[CH2:9][N:8]1[C:17]([O:19][C:20]([CH3:23])([CH3:22])[CH3:21])=[O:18])([CH3:4])([CH3:3])[CH3:2] |f:1.2|. Procedure: A mixture of (4R)-1-(tert-butyloxycarbonyl)-4-(methane-sulfonyloxy)-L-proline tert-butyl ester (889 mg, 2.43 mmol) and sodium cyanide (1.19 g, 24.3 mmol) in N,N-dimethylformamide (18 mL) was stirred for 4 days at 80° C. under a nitrogen atmosphere. The cooled reaction mixture was diluted with ethyl acetate (100 mL), washed with water (2×), saturated brine solution, dried (Na2SO4), and evaporated. The crude product mixture was subjected to flash silica gel chromatography eluting initially with 10... The reactants are C(=O)C1=CC(=C(C=C1C)NC(=O)CCN1CCC(CC1)OC(NC1=C(C=CC=C1)C1=CC=CC=C1)=O)C (biphenyl-2-ylcarbamic acid 1-[2-(4-formyl-2,5-dimethylphenylcarbamoyl)ethyl]piperidin-4-yl ester), C(C)(=O)O.NC[C@H](O[Si](C)(C)C(C)(C)C)C=1C=CC(=C(C1)NC=O)O (N-{5-[(R)-2-amino-1-(tert-butyldimethylsilanyloxy)ethyl]-2-hydroxyphenyl}formamide acetic acid salt), CO (Methanol). The solvent is C1(=CC=CC=C1)C (toluene). Run at time 1 hour. Yields the product [Si](C)(C)(C(C)(C)C)O[C@@H](CN=CC1=CC(=C(C=C1C)NC(=O)CCN1CCC(CC1)OC(NC1=C(C=CC=C1)C1=CC=CC=C1)=O)C)C1=CC(=C(C=C1)O)NC=O (biphenyl-2-ylcarbamic acid 1-[2-(4-{[(R)-2-(tert-butyldimethylsilanyloxy)-2-(3-formylamino-4-hydroxyphenyl)ethylimino]methyl}-2,5-dimethylphenylcarbamoyl)ethyl]piperidin-4-yl ester). The yield is 106.7%. RXN SMILES: [CH:1]([C:3]1[C:8]([CH3:9])=[CH:7][C:6]([NH:10][C:11]([CH2:13][CH2:14][N:15]2[CH2:20][CH2:19][CH:18]([O:21][C:22](=[O:36])[NH:23][C:24]3[CH:29]=[CH:28][CH:27]=[CH:26][C:25]=3[C:30]3[CH:35]=[CH:34][CH:33]=[CH:32][CH:31]=3)[CH2:17][CH2:16]2)=[O:12])=[C:5]([CH3:37])[CH:4]=1)=O.C(O)(=O)C.[NH2:42][CH2:43][C@@H:44]([C:53]1[CH:54]=[CH:55][C:56]([OH:62])=[C:57]([NH:59][CH:60]=[O:61])[CH:58]=1)[O:45][Si:46]([C:49]([CH3:52])([CH3:51])[CH3:50])([CH3:48])[CH3:47].CO>C1(C)C=CC=CC=1>[Si:46]([O:45][C@H:44]([C:53]1[CH:54]=[CH:55][C:56]([OH:62])=[C:57]([NH:59][CH:60]=[O:61])[CH:58]=1)[CH2:43][N:42]=[CH:1][C:3]1[C:8]([CH3:9])=[CH:7][C:6]([NH:10][C:11]([CH2:13][CH2:14][N:15]2[CH2:20][CH2:19][CH:18]([O:21][C:22](=[O:36])[NH:23][C:24]3[CH:29]=[CH:28][CH:27]=[CH:26][C:25]=3[C:30]3[CH:35]=[CH:34][CH:33]=[CH:32][CH:31]=3)[CH2:17][CH2:16]2)=[O:12])=[C:5]([CH3:37])[CH:4]=1)([C:49]([CH3:52])([CH3:51])[CH3:50])([CH3:48])[CH3:47] |f:1.2|. Procedure: To a 250 mL round-bottom flask was added biphenyl-2-ylcarbamic acid 1-[2-(4-formyl-2,5-dimethylphenylcarbamoyl)ethyl]piperidin-4-yl ester (7.1 g, 14.2 mmol) and N-{5-[(R)-2-amino-1-(tert-butyldimethylsilanyloxy)ethyl]-2-hydroxyphenyl}formamide acetic acid salt (5.8 g, 15.6 mmol). Methanol (100 mL) was added to form a slurry and this mixture was stirred at 45° C. to 50° C. under nitrogen for 1 hour. The mixture was then cooled to room temperature and toluene (50 mL) was added and the solvent was ... Reactants: F (Hydrogen fluoride), [Si](C1=CC=CC=C1)(C1=CC=CC=C1)(C(C)(C)C)OC(C)C1=NOC(=N1)C(=O)OCC (Ethyl 3-(1-((tert-butyldiphenylsilyl)oxy)ethyl)-1,2,4-oxadiazole-5-carboxylate), C(=O)(O)[O-].[Na+] (NaHCO3). The solvent is N1=CC=CC=C1 (pyridine), C1CCOC1 (THF). Conditions: temperature 0 celsius, time 8 hour. The product is OC(C)C1=NOC(=N1)C(=O)OCC (Ethyl 3-(1-hydroxyethyl)-1,2,4-oxadiazole-5-carboxylate). RXN SMILES: [Si]([O:18][CH:19]([C:21]1[N:25]=[C:24]([C:26]([O:28][CH2:29][CH3:30])=[O:27])[O:23][N:22]=1)[CH3:20])(C(C)(C)C)(C1C=CC=CC=1)C1C=CC=CC=1.F.C([O-])(O)=O.[Na+]>C1COCC1.N1C=CC=CC=1>[OH:18][CH:19]([C:21]1[N:25]=[C:24]([C:26]([O:28][CH2:29][CH3:30])=[O:27])[O:23][N:22]=1)[CH3:20] |f:2.3|. Procedure details: Ethyl 3-(1-((tert-butyldiphenylsilyl)oxy)ethyl)-1,2,4-oxadiazole-5-carboxylate (5.90 mmol, 2.5 g) was dissolved in THF and cooled to 0° C. with an ice bath. 70% Hydrogen fluoride in pyridine (1.5 ml) was added slowly. After addition, the reaction mixture was stirred at ambient temperature for overnight. The reaction mixture was basified by aqueous NaHCO3 solution and extracted with DCM. The organic layers were washed with water, dried, filtered and evaporated. The product was purified by flash-c... The reactants are C(#N)C=1C=C(C=CC1F)CC(=O)OC(C)(C)C (tert-butyl 2-(3-cyano-4-fluorophenyl)acetate), Cl (HCl), C(C)(C)NC(C)C (diisopropylamine), C(CCC)[Li] (n-butyl lithium), CI (MeI). Run in C1CCOC1 (THF), C1CCOC1 (THF), C1CCOC1 (THF). Reaction conditions: temperature 0 celsius. Product: C(#N)C=1C=C(C=CC1F)C(C(=O)OC(C)(C)C)C (tert-butyl 2-(3-cyano-4-fluorophenyl)propanoate). Reaction SMILES: [CH:1](NC(C)C)(C)C.C([Li])CCC.[C:13]([C:15]1[CH:16]=[C:17]([CH2:22][C:23]([O:25][C:26]([CH3:29])([CH3:28])[CH3:27])=[O:24])[CH:18]=[CH:19][C:20]=1[F:21])#[N:14].CI.Cl>C1COCC1>[C:13]([C:15]1[CH:16]=[C:17]([CH:22]([CH3:1])[C:23]([O:25][C:26]([CH3:29])([CH3:28])[CH3:27])=[O:24])[CH:18]=[CH:19][C:20]=1[F:21])#[N:14]. Procedure details: To a stirred solution of diisopropylamine in 2 ml of THF at −78° C. was added n-butyl lithium (0.61 ml). The reaction was stirred for 30 minutes after which time a solution of tert-butyl 2-(3-cyano-4-fluorophenyl)acetate (0.300 g) in THF (2 ml) was added dropwise over 20 minutes at −78° C. The reaction was warmed to 0° C. and then transferred a flask containing 2 ml THF and MeI (0.080 ml). The reaction was acidified with 2M HCl and extracted with ethyl acetate. The combined organics were then wa...